Task: describe an organic reaction: reactants, conditions, products, and yield. Dataset: the Open Reaction Database (ORD), a public repository of structured organic reaction records Reactants: NC=1C(=CC=CC1)S(=O)(=O)O (2-anilinesulfonic acid), NC1=CC(=CC=C1)S(=O)(=O)O (3-anilinesulfonic acid), NC1=CC=CC=C1 (aniline), C=O (formalin). Yields the product C1=CC(=CC=C1CC=2C=CC(=CC2)N)N (4,4′-diaminodiphenylmethane). RXN SMILES: [NH2:1][C:2]1[C:3](S(O)(=O)=O)=[CH:4][CH:5]=[CH:6][CH:7]=1.[NH2:12][C:13]1[CH:18]=[CH:17][CH:16]=[C:15](S(O)(=O)=O)[CH:14]=1.N[C:24]1C=CC=CC=1.C=O>>[CH:15]1[C:16]([CH2:24][C:5]2[CH:6]=[CH:7][C:2]([NH2:1])=[CH:3][CH:4]=2)=[CH:17][CH:18]=[C:13]([NH2:12])[CH:14]=1. Reported procedure: An 2-anilinesulfonic acid derivative (e.g. sodium 2-anilinesulfonate) or an 3-anilinesulfonic acid derivative (e.g. sodium 3-anilinesulfonate) and aniline are treated with formalin under acidic conditions, to give the corresponding 4,4′-diaminodiphenylmethane derivative. This is diazotized using sodium nitrite under acidic conditions in the presence of hydrochloric acid, followed by reaction with sodium azide, to give the desired product. The reactants are B, O=C(O)c1cccc(O)c1Cl, C1CCOC1. The product is OCc1cccc(O)c1Cl. As a reaction SMILES: [BH3:12].[Cl:1][c:2]1[c:3]([C:4](=[O:5])[OH:6])[cH:7][cH:8][cH:9][c:10]1[OH:11].[O:13]1[CH2:14][CH2:15][CH2:16][CH2:17]1>>[Cl:1][c:2]1[c:3]([CH2:4][OH:5])[cH:7][cH:8][cH:9][c:10]1[OH:11]. Starting materials: FC(C1=CC=C(C=C1)C1NCCC2=CC=CC=C12)(F)F (1-(4-(Trifluoromethyl)phenyl)-1,2,3,4-tetrahydroisoquinoline), C(=S)(N1C=NC=C1)N1C=NC=C1 (1,1′-thiocarbonyldiimidazole), N (ammonia). The solvent is O1CCCC1 (tetrahydrofuran). Reaction conditions: time 4 hour. Yields the product FC(C1=CC=C(C=C1)C1N(CCC2=CC=CC=C12)C(N)=S)(F)F (1-(4-(trifluoromethyl)phenyl)-3,4-dihydroisoquinoline-2(1H)-carbothioamide). RXN SMILES: [F:1][C:2]([F:20])([F:19])[C:3]1[CH:8]=[CH:7][C:6]([CH:9]2[C:18]3[C:13](=[CH:14][CH:15]=[CH:16][CH:17]=3)[CH2:12][CH2:11][NH:10]2)=[CH:5][CH:4]=1.[C:21](N1C=CN=C1)([N:23]1C=CN=C1)=[S:22].N>O1CCCC1>[F:20][C:2]([F:1])([F:19])[C:3]1[CH:4]=[CH:5][C:6]([CH:9]2[C:18]3[C:13](=[CH:14][CH:15]=[CH:16][CH:17]=3)[CH2:12][CH2:11][N:10]2[C:21](=[S:22])[NH2:23])=[CH:7][CH:8]=1. Procedure details: A solution of 1-(4-(trifluoromethyl)phenyl)-1,2,3,4-tetrahydroisoquinoline (0.5 g, 2 mmol) (Example 9, step 3) in dry tetrahydrofuran (10 mL) was treated with 1,1′-thiocarbonyldiimidazole (0.5 g, 3 mmol) and stirred at RT for 4 h. The solvent was removed and the resulting residue was dissolved in ammonia (2.0 M solution in methanol, 15 mL, 30 mmol) and stirred the resulting solution in a pressure tube at RT for 1 h followed by heating at 55° C. for 5 h. The solvent was removed under vacuum and t... Reactants: CC(=O)O[BH-](OC(C)=O)OC(C)=O, C1CCNC1, CC(=O)O, CC(C)[Si](OCCC1(CC=O)CC(c2cccc(Cl)c2)C(c2ccc(Cl)cc2)N(CC2CC2)C1=O)(C(C)C)C(C)C, ClCCCl, [Na+], CN(C)C=O. Product: CC(C)[Si](OCCC1(CCN2CCCC2)CC(c2cccc(Cl)c2)C(c2ccc(Cl)cc2)N(CC2CC2)C1=O)(C(C)C)C(C)C. As a reaction SMILES: [C:47]([O:48][BH-:49]([O:50][C:51](=[O:52])[CH3:53])[O:54][C:55](=[O:56])[CH3:57])(=[O:58])[CH3:59].[CH2:42]1[CH2:43][CH2:44][NH:45][CH2:46]1.[CH3:61][C:62](=[O:63])[OH:64].[Cl:1][c:2]1[cH:3][c:4]([CH:8]2[CH2:9][C:10]([CH2:26][CH2:27][O:28][Si:29]([CH:30]([CH3:31])[CH3:32])([CH:33]([CH3:34])[CH3:35])[CH:36]([CH3:37])[CH3:38])([CH2:39][CH:40]=[O:41])[C:11](=[O:25])[N:12]([CH2:21][CH:22]3[CH2:23][CH2:24]3)[CH:13]2[c:14]2[cH:15][cH:16][c:17]([Cl:20])[cH:18][cH:19]2)[cH:5][cH:6][cH:7]1.[Cl:65][CH2:66][CH2:67][Cl:68].[Na+:60].[O:69]=[CH:70][N:71]([CH3:72])[CH3:73]>>[Cl:1][c:2]1[cH:3][c:4]([CH:8]2[CH2:9][C:10]([CH2:26][CH2:27][O:28][Si:29]([CH:30]([CH3:31])[CH3:32])([CH:33]([CH3:34])[CH3:35])[CH:36]([CH3:37])[CH3:38])([CH2:39][CH2:40][N:45]3[CH2:44][CH2:43][CH2:42][CH2:46]3)[C:11](=[O:25])[N:12]([CH2:21][CH:22]3[CH2:23][CH2:24]3)[CH:13]2[c:14]2[cH:15][cH:16][c:17]([Cl:20])[cH:18][cH:19]2)[cH:5][cH:6][cH:7]1. Reactants: CO, [Fe], COCSc1ccc(N)c([N+](=O)[O-])c1, O=S(=O)([O-])[O-], O. Yields the product COCSc1ccc(N)c(N)c1. RXN SMILES: [CH3:15][OH:16].[Fe:22].[NH2:1][c:2]1[c:3]([N+:12]([O-:13])=[O:14])[cH:4][c:5]([S:8][CH2:9][O:10][CH3:11])[cH:6][cH:7]1.[O-:17][S:18](=[O:19])(=[O:20])[O-:21].[OH2:23]>>[NH2:1][c:2]1[c:3]([NH2:12])[cH:4][c:5]([S:8][CH2:9][O:10][CH3:11])[cH:6][cH:7]1.